This data is from the Open Reaction Database (ORD), a public repository of structured organic reaction records. The task is: describe an organic reaction: reactants, conditions, products, and yield The reactants are BrC=1C=C(C(=O)NC=2SC3=C(N2)C(=CC=C3C3OCCOC3)OC)C=CN1 ((+)-2-bromo-N-(7-[1,4]dioxan-2-yl-4-methoxy-benzothiazol-2-yl)-isonicotinamide), C(Cl)(Cl)Cl (CHCl3), C([O-])([O-])=O.[Cs+].[Cs+] (cesium carbonate), Cl.C(C)OC1CNC1 (3-ethoxy-azetidine hydrochloride). The solvent is CN(C)C=O (DMF). Product: O1C(COCC1)C1=CC=C(C=2N=C(SC21)NC(C2=CC(=NC=C2)N2CC(C2)OCC)=O)OC ((+)-N-(7-[1,4]Dioxan-2-yl-4-methoxy-benzothiazol-2-yl)-2-(3-ethoxy-azetidin-1-yl)-isonicotinamide). As a reaction SMILES: Br[C:2]1[CH:3]=[C:4]([CH:25]=[CH:26][N:27]=1)[C:5]([NH:7][C:8]1[S:9][C:10]2[C:16]([CH:17]3[CH2:22][O:21][CH2:20][CH2:19][O:18]3)=[CH:15][CH:14]=[C:13]([O:23][CH3:24])[C:11]=2[N:12]=1)=[O:6].C(=O)([O-])[O-].[Cs+].[Cs+].Cl.[CH2:35]([O:37][CH:38]1[CH2:41][NH:40][CH2:39]1)[CH3:36].C(Cl)(Cl)Cl>CN(C=O)C>[O:18]1[CH2:19][CH2:20][O:21][CH2:22][CH:17]1[C:16]1[C:10]2[S:9][C:8]([NH:7][C:5](=[O:6])[C:4]3[CH:25]=[CH:26][N:27]=[C:2]([N:40]4[CH2:41][CH:38]([O:37][CH2:35][CH3:36])[CH2:39]4)[CH:3]=3)=[N:12][C:11]=2[C:13]([O:23][CH3:24])=[CH:14][CH:15]=1 |f:1.2.3,4.5|. Procedure details: From (+)-2-bromo-N-(7-[1,4]dioxan-2-yl-4-methoxy-benzothiazol-2-yl)-isonicotinamide with cesium carbonate and 3-ethoxy-azetidine hydrochloride in DMF. [α]D20=+44.3° (c=0.57, CHCl3), ES-MS m/e (%): 471 (M+H+, 100). The reactants are CC(C)(C)OC(=O)NCc1ccc(Cl)cc1CNC(=O)C1CCCN1C(=O)C(O)C(C)(C)C, ClCCl, Cl. The product is CC(C)(C)C(O)C(=O)N1CCCC1C(=O)NCc1cc(Cl)ccc1CN. Reaction SMILES: [CH3:1][C:2]([CH:3]([C:4](=[O:5])[N:6]1[CH:7]([C:8](=[O:9])[NH:10][CH2:11][c:12]2[c:13]([CH2:19][NH:20][C:21]([O:22][C:23]([CH3:24])([CH3:25])[CH3:26])=[O:27])[cH:14][cH:15][c:16]([Cl:18])[cH:17]2)[CH2:28][CH2:29][CH2:30]1)[OH:31])([CH3:32])[CH3:33].[Cl:35][CH2:36][Cl:37].[ClH:34]>>[CH3:1][C:2]([CH:3]([C:4](=[O:5])[N:6]1[CH:7]([C:8](=[O:9])[NH:10][CH2:11][c:12]2[c:13]([CH2:19][NH2:20])[cH:14][cH:15][c:16]([Cl:18])[cH:17]2)[CH2:28][CH2:29][CH2:30]1)[OH:31])([CH3:32])[CH3:33]. The reactants are [N+](=[N-])=C.CCOCC (diazomethane ether), OC1=C(C=C(C=C1[N+](=O)[O-])[C@@H]1SC[C@H](S1)C1=CC(=C(C(=C1)OC)OC)OC)OC (trans-2-(4-hydroxy-3-methoxy-5-nitrophenyl)-4-(3,4,5-trimethoxyphenyl)-1,3-dithiolane), CC1=CC=C(C=C1)S(=O)(=O)N(C)N=O (diazald), CC1=CC=C(C=C1)S(=O)(=O)N(C)N=O (diazald), [OH-].[K+] (potassium hydroxide). Run in CO (methanol), C(Cl)(Cl)Cl (chloroform), C(C)OCC (diethyl ether). Reaction conditions: time 5 hour. Yields the product COC=1C=C(C=C(C1OC)[N+](=O)[O-])[C@@H]1SC[C@H](S1)C1=CC(=C(C(=C1)OC)OC)OC (trans-2-(3,4-dimethoxy-5-nitrophenyl)-4-(3,4,5-trimethoxyphenyl)-1,3-dithiolane). As a reaction SMILES: [CH3:1]C1C=CC(S(N(N=O)C)(=O)=O)=CC=1.[OH-].[K+].[N+](=C)=[N-].CCOCC.[OH:25][C:26]1[C:31]([N+:32]([O-:34])=[O:33])=[CH:30][C:29]([C@H:35]2[S:39][C@H:38]([C:40]3[CH:45]=[C:44]([O:46][CH3:47])[C:43]([O:48][CH3:49])=[C:42]([O:50][CH3:51])[CH:41]=3)[CH2:37][S:36]2)=[CH:28][C:27]=1[O:52][CH3:53]>C(OCC)C.C(Cl)(Cl)Cl.CO>[CH3:53][O:52][C:27]1[CH:28]=[C:29]([C@H:35]2[S:39][C@H:38]([C:40]3[CH:41]=[C:42]([O:50][CH3:51])[C:43]([O:48][CH3:49])=[C:44]([O:46][CH3:47])[CH:45]=3)[CH2:37][S:36]2)[CH:30]=[C:31]([N+:32]([O-:34])=[O:33])[C:26]=1[O:25][CH3:1] |f:1.2,3.4|. Reported procedure: Using the Aldrich diazald kit, diazald (13.0 g, 60.7 mmole) predissolved in 100 ml diethyl ether was added dropwise to an aqueous potassium hydroxide solution (ethanol, 27 ml; H2O, 21 ml; and potassium hydroxide, 13.3 g) at 65° C. The diazomethane/ether distillate was added at 0° C. to a solution of trans-2-(4-hydroxy-3-methoxy-5-nitrophenyl)-4-(3,4,5-trimethoxyphenyl)-1,3-dithiolane (1) (FIG. 20) predissolved in 25 ml chloroform and 50 ml methanol. The reaction was stirred to completely homogen... The reactants are N1=C(C=CC=C1)C (α-picoline), S(=O)(=O)([O-])[O-].OC(C[N+]1=CC=C(C=C1)C)CO.OC(C[N+]1=CC=C(C=C1)C)CO (N-(2,3-dihydroxypropyl)-γ-picolinium sulfate), S(=O)(=O)([O-])[O-].OC(C[N+]1=C(C=CC=C1)C)CO.OC(C[N+]1=C(C=CC=C1)C)CO (N-(2,3-dihydroxypropyl)-α-picolinium sulfate), N1=CC=C(C=C1)C (γ-picoline). Reaction SMILES: [N:1]1[CH:6]=[CH:5][CH:4]=[CH:3][C:2]=1C.[S:8]([O-:12])([O-:11])(=[O:10])=[O:9].[OH:13][CH:14]([CH2:23][OH:24])[CH2:15][N+]1C=CC=CC=1C.[OH:25][CH:26]([CH2:35][OH:36])[CH2:27][N+]1C=CC=CC=1C.N1C=CC(C)=CC=1.S([O-])([O-])(=O)=O.OC(CO)C[N+]1C=CC(C)=CC=1.OC(CO)C[N+]1C=CC(C)=CC=1>>[S:8]([O-:12])([O-:11])(=[O:10])=[O:9].[OH:13][CH:14]([CH2:23][OH:24])[CH2:15][N+:1]1[CH:2]=[CH:3][CH:4]=[CH:5][CH:6]=1.[OH:25][CH:26]([CH2:35][OH:36])[CH2:27][N+:1]1[CH:2]=[CH:3][CH:4]=[CH:5][CH:6]=1 |f:1.2.3,5.6.7,8.9.10|. Product: S(=O)(=O)([O-])[O-].OC(C[N+]1=CC=CC=C1)CO.OC(C[N+]1=CC=CC=C1)CO (N-(2,3-dihydroxypropyl)-pyridinium sulfate). Procedure details: In analogy to the above-described procedure, α-picoline was used as a starting material to prepare bis-N-(2,3-dihydroxypropyl)-α-picolinium sulfate, which has the formula ##STR5## This compound was found to have a refractive index of nD20 =1.5268. Similarly, γ-picoline was used as a starting material to prepare bis-N-(2,3-dihydroxypropyl)-γ-picolinium sulfate, which has the formula ##STR6## and which had a refractive index of nD20 =1.5272. Starting materials: ClC1=NC(=NC(=N1)Cl)N1CCOCC1 (2,4-dichloro-6-morpholin-4-yl-[1,3,5]triazine), C12CNCC(CC1)O2 (8-oxa-3-azabicyclo[3.2.1]octane), CC(=O)C (acetone). The solvent is C(C)N(CC)CC (triethylamine). Conditions: time 6 hour. Product: ClC1=NC(=NC(=N1)N1CCOCC1)N1CC2CCC(C1)O2 (3-(4-chloro-6-morpholin-4-yl-1,3,5-triazin-2-yl)-8-oxa-3-azabicyclo[3.2.1]octane). As a reaction SMILES: CC(C)=O.Cl[C:6]1[N:11]=[C:10]([Cl:12])[N:9]=[C:8]([N:13]2[CH2:18][CH2:17][O:16][CH2:15][CH2:14]2)[N:7]=1.[CH:19]12[O:26][CH:23]([CH2:24][CH2:25]1)[CH2:22][NH:21][CH2:20]2>C(N(CC)CC)C>[Cl:12][C:10]1[N:9]=[C:8]([N:13]2[CH2:18][CH2:17][O:16][CH2:15][CH2:14]2)[N:7]=[C:6]([N:21]2[CH2:20][CH:19]3[O:26][CH:23]([CH2:24][CH2:25]3)[CH2:22]2)[N:11]=1. Procedure details: To a stirred acetone/crushed ice suspension of 2,4-dichloro-6-morpholin-4-yl-[1,3,5]triazine (1.5 g, 6.5 mmol), 8-oxa-3-azabicyclo[3.2.1]octane (980 mg, 6.5 mmol) and triethylamine (3 ml) was added and stirred at room temperature for 6 hours. At the end, the separated solid was filtered and washed with water. The crude product was found to be pure enough for further transformations. Yield: 2.0 g (99%); mp. 118; (M+H) 313.1 Reactants: O=C(OC)C=1C=NC=CC1, [Zn].O=S(O)C(F)F. Reagents/catalysts: O=C(O)C(F)(F)F, OOC(C)(C)C. Solvent: O, ClCCl. Conditions: temperature 25 celsius, time 18 hour. Product: O=C(OC)C=1C=NC=CC1C(F)F, O=C(OC)C1=CC=CN=C1C(F)F, O=C(OC)C1=CN=C(C=C1)C(F)F. Yield: 14.0%. Starting materials: C(=O)C=1SC(=C(C1)C)C1=CC=CC=C1 (2-formyl-4-methyl-5-phenylthiophene), C(C)OC(C(C)Br)=O (ethyl-2-bromopropionate). The reagents and catalysts are [Zn] (Zn), [Zn] (Zn), [Hg](Br)Br (HgBr2). The solvent is C1=CC=CC=C1 (benzene), O (water), O (water). Yields the product CC(C(=O)O)=CC=1SC(=C(C1)C)C1=CC=CC=C1 (2-methyl-3-(4-methyl-5-phenyl-2-thienyl)-acrylic acid). RXN SMILES: [CH:1]([C:3]1[S:4][C:5]([C:9]2[CH:14]=[CH:13][CH:12]=[CH:11][CH:10]=2)=[C:6]([CH3:8])[CH:7]=1)=O.C([O:17][C:18](=[O:22])[CH:19](Br)[CH3:20])C>C1C=CC=CC=1.O.[Zn].[Hg](Br)Br>[CH3:20][C:19](=[CH:1][C:3]1[S:4][C:5]([C:9]2[CH:14]=[CH:13][CH:12]=[CH:11][CH:10]=2)=[C:6]([CH3:8])[CH:7]=1)[C:18]([OH:22])=[O:17]. Procedure: A mixture of 2-formyl-4-methyl-5-phenylthiophene (20.2 g, 0.1 mol) and ethyl-2-bromopropionate (0.12 mol, 15.5 mL) was added to a suspension of Zn (7 g, 0.1 mol) in 150 mL of benzene with a catalytic amount of HgBr2. The resulting mixture was refluxed under stirring while all amount of Zn will not be dissolved, and subsequently dissolved in water. The organic layer was isolated, washed with a 10% aq. solution of HCl, dried over MgSO4 and evaporated off to dryness. The residue, corresponding to 2... Reactants: C(C)(=O)OCC (ethyl acetate), C1(=CCCC1)B1OC(C(O1)(C)C)(C)C (2-(cyclopenten-1-yl)-4,4,5,5-tetramethyl-1,3,2-dioxaborolane), C([O-])([O-])=O.[Na+].[Na+] (sodium carbonate), BrC=1C=C(C=CC1)CN(C(OC(C)(C)C)=O)C(=O)OC(C)(C)C (Tert-butyl N-[(3-bromophenyl)methyl]-N-tert-butoxycarbonylcarbamate). The solvent is C1(=CC=CC=C1)C (toluene), C(C)O (ethanol), O (water). Yields the product C(C)(C)(C)OC(=O)N(C(OC(C)(C)C)=O)CC1=CC(=CC=C1)C1=CCCC1 (Tert-butyl N-tert-butoxycarbonyl-N-{[3-(cyclopenten-1-yl)phenyl]methyl}carbamate). Yield: 94.2%. RXN SMILES: Br[C:2]1[CH:3]=[C:4]([CH2:8][N:9]([C:17]([O:19][C:20]([CH3:23])([CH3:22])[CH3:21])=[O:18])[C:10](=[O:16])[O:11][C:12]([CH3:15])([CH3:14])[CH3:13])[CH:5]=[CH:6][CH:7]=1.[C:24]1(B2OC(C)(C)C(C)(C)O2)[CH2:28][CH2:27][CH2:26][CH:25]=1.C(=O)([O-])[O-].[Na+].[Na+].C(OCC)(=O)C>C1(C)C=CC=CC=1.C(O)C.O>[C:12]([O:11][C:10]([N:9]([CH2:8][C:4]1[CH:5]=[CH:6][CH:7]=[C:2]([C:24]2[CH2:28][CH2:27][CH2:26][CH:25]=2)[CH:3]=1)[C:17](=[O:18])[O:19][C:20]([CH3:23])([CH3:22])[CH3:21])=[O:16])([CH3:15])([CH3:14])[CH3:13] |f:2.3.4|. Reported procedure: Tert-butyl N-[(3-bromophenyl)methyl]-N-tert-butoxycarbonylcarbamate (5.40 g) was dissolved in a mixed solvent of toluene (150 mL), ethanol (100 mL), and water (100 mL). To the solution, 2-(cyclopenten-1-yl)-4,4,5,5-tetramethyl-1,3,2-dioxaborolane (3.26 g), tetrakis(triphenylphosphine) palladium complex (1.62 g), and sodium carbonate (4.45 g) were added at room temperature, and the mixture was then heated to reflux for 19 hours. The reaction solution was cooled to room temperature, and ethyl acet... Reactants: C(C=C)(=O)OCCCC (n-butyl acrylate), C(C)(C)N (isopropylamine). The product is C(C)(C)NCCC(=O)OCCCC (n-butyl 3-isopropylaminopropionate). Yield: 81.2%. As a reaction SMILES: [C:1]([O:5][CH2:6][CH2:7][CH2:8][CH3:9])(=[O:4])[CH:2]=[CH2:3].[CH:10]([NH2:13])([CH3:12])[CH3:11]>>[CH:10]([NH:13][CH2:3][CH2:2][C:1]([O:5][CH2:6][CH2:7][CH2:8][CH3:9])=[O:4])([CH3:12])[CH3:11]. Procedure: 27.8 g of n-butyl acrylate are added dropwise to 15.6 g of isopropylamine under ice-cooling and stirring. The mixture is further stirred at room temperature for 5 hours. Then, the reaction mixture is distilled under reduced pressure. 33 g of n-butyl 3-isopropylaminopropionate are thereby obtained as a colorless oil. The reactants are CC(CN1[C@H](C(=O)OC(C)(C)C)CCC1=O)=C (1,1-dimethylethyl 1-(2-methyl-2-propen-1-yl)-5-oxoprolinate). Solvent: ClCCl (dichloromethane), FC(C(=O)O)(F)F (trifluoroacetic acid). Run at time 8 hour. The product is CC(CN1[C@H](C(=O)O)CCC1=O)=C (1-(2-methyl-2-propen-1-yl)-5-oxoproline). Reaction SMILES: [CH3:1][C:2](=[CH2:17])[CH2:3][N:4]1[C:15](=[O:16])[CH2:14][CH2:13][C@H:5]1[C:6]([O:8]C(C)(C)C)=[O:7]>ClCCl.FC(F)(F)C(O)=O>[CH3:17][C:2](=[CH2:1])[CH2:3][N:4]1[C:15](=[O:16])[CH2:14][CH2:13][C@H:5]1[C:6]([OH:8])=[O:7]. Procedure: 1,1-dimethylethyl 1-(2-methyl-2-propen-1-yl)-5-oxoprolinate (0.099 g, 0.41 mmol) was dissolved in a mixture of dichloromethane (2 ml) and trifluoroacetic acid (2 ml) and stirred overnight at room temperature. The solvent was evaporated (azeotroping with toluene to remove traces of trifluoroacetic acid) to give crude 1-(2-methyl-2-propen-1-yl)-5-oxoproline as a brown oil which was used without further purification.